This data is from the Open Reaction Database (ORD), a public repository of structured organic reaction records. The task is: describe an organic reaction: reactants, conditions, products, and yield Starting materials: ClC=1C(=C(C=O)C=CC1)O (3-chloro-2-hydroxy-benzaldehyde), CC=1C=C(C(=O)NN)C=CC1 (3-methyl-benzoic acid hydrazide). Run in C(C)O (ethanol). Reaction conditions: temperature 60 celsius. The product is ClC=1C(=C(C=CC1)C=NNC(C1=CC(=CC=C1)C)=O)O (3-methyl-benzoic acid [1-(3-chloro-2-hydroxy-phenyl)-methylidene]-hydrazide). Isolated yield 24.9%. Reaction SMILES: [Cl:1][C:2]1[C:3]([OH:10])=[C:4]([CH:7]=[CH:8][CH:9]=1)[CH:5]=O.[CH3:11][C:12]1[CH:13]=[C:14]([CH:19]=[CH:20][CH:21]=1)[C:15]([NH:17][NH2:18])=[O:16]>C(O)C>[Cl:1][C:2]1[C:3]([OH:10])=[C:4]([CH:5]=[N:18][NH:17][C:15](=[O:16])[C:14]2[CH:19]=[CH:20][CH:21]=[C:12]([CH3:11])[CH:13]=2)[CH:7]=[CH:8][CH:9]=1. Procedure details: A suspension of 3-chloro-2-hydroxy-benzaldehyde (0.100 g, 0.639 mmol) and 3-methyl-benzoic acid hydrazide (0.096 g, 0.639 mmol) in ethanol (2 mL) was heated to 60° C. for 18 hours. The reaction mixture was cooled to room temperature to precipitate the product. The solid was collected via suction filtration and rinsed with ethanol to furnish 3-methyl-benzoic acid [1-(3-chloro-2-hydroxy-phenyl)-methylidene]-hydrazide as a white solid (0.046 g, 25%): mp 166-169° C.; 1H NMR (400 MHz, CDCl3) δ 8.59 (... Reactants: NN1C(=CC=C1)C(C1=C(C=CC=C1)F)=O (1-amino-2-(2-fluorobenzoyl)pyrrole), C(C)(C)(C)OC(=O)NCC(=O)O (N-(tert-butoxycarbonyl)glycine), C1(CCCCC1)N=C=NC1CCCCC1 (dicyclohexylcarbodiimide). Run in ClCCl (dichloromethane). Run at time 2 hour. Product: C(C)(C)(C)OC(=O)NCC(=O)NN1C(=CC=C1)C(C1=C(C=CC=C1)F)=O (1-[(t-Butoxycarbonylamino)acetamido]-2-(2-fluorobenzoyl)pyrrole). Yield: 81.7%. Reaction SMILES: [NH2:1][N:2]1[CH:6]=[CH:5][CH:4]=[C:3]1[C:7](=[O:15])[C:8]1[CH:13]=[CH:12][CH:11]=[CH:10][C:9]=1[F:14].[C:16]([O:20][C:21]([NH:23][CH2:24][C:25](O)=[O:26])=[O:22])([CH3:19])([CH3:18])[CH3:17].C1(N=C=NC2CCCCC2)CCCCC1>ClCCl>[C:16]([O:20][C:21]([NH:23][CH2:24][C:25]([NH:1][N:2]1[CH:6]=[CH:5][CH:4]=[C:3]1[C:7](=[O:15])[C:8]1[CH:13]=[CH:12][CH:11]=[CH:10][C:9]=1[F:14])=[O:26])=[O:22])([CH3:19])([CH3:18])[CH3:17]. Reported procedure: To a solution containing 1-amino-2-(2-fluorobenzoyl)pyrrole (25.8 g, 0.126 mol) and N-(tert-butoxycarbonyl)glycine (22.4 g, 0.128 mol) in 300 ml of dichloromethane was added dicyclohexylcarbodiimide (26.4 g, 0.128 mmol) in two portions over 3 minutes. The reaction mixture was stirred at ambient temperature for 2 hours and then filtered. The filtrate was evaporated to an oil which was purified by HPLC (silica gel, 4:3 hexane-ethyl acetate) to give 37.2 g (82%) of crystals, m.p. 114°-116°. The reactants are CC1=NC(=NC(=C1)C1=CC=C(C=C1)C(F)(F)F)[C@H]1N([C@]2(CC1)C(NCC2)=O)C(=O)OC(C)(C)C (tert-Butyl (2S,5S)-2-[4-methyl-6-[4-(trifluoromethyl)phenyl]pyrimidin-2-yl]-6-oxo-1,7-diazaspiro[4.4]nonane-1-carboxylate), Cl (HCl), O1CCOCC1 (1,4-dioxan). Solvent: C(Cl)Cl (DCM). Run at time 4 hour. Yields the product N.CO (NH3 MeOH), CC1=NC(=NC(=C1)C1=CC=C(C=C1)C(F)(F)F)[C@H]1N[C@]2(CC1)C(NCC2)=O ((2S,5S)-2-[4-methyl-6-[4-(trifluoromethyl)phenyl]pyrimidin-2-yl]-1,7-diazaspiro[4.4]nonan-6-one). The yield is 205.9%. RXN SMILES: [CH3:1][C:2]1[CH:7]=[C:6]([C:8]2[CH:13]=[CH:12][C:11]([C:14]([F:17])([F:16])[F:15])=[CH:10][CH:9]=2)[N:5]=[C:4]([C@@H:18]2[CH2:22][CH2:21][C@@:20]3([CH2:26][CH2:25][NH:24][C:23]3=[O:27])[N:19]2C(OC(C)(C)C)=O)[N:3]=1.Cl.O1CCOCC1>C(Cl)Cl>[NH3:3].[CH3:23][OH:27].[CH3:1][C:2]1[CH:7]=[C:6]([C:8]2[CH:9]=[CH:10][C:11]([C:14]([F:15])([F:16])[F:17])=[CH:12][CH:13]=2)[N:5]=[C:4]([C@@H:18]2[CH2:22][CH2:21][C@@:20]3([CH2:26][CH2:25][NH:24][C:23]3=[O:27])[NH:19]2)[N:3]=1 |f:4.5|. Reported procedure: tert-Butyl (2S,5S)-2-[4-methyl-6-[4-(trifluoromethyl)phenyl]pyrimidin-2-yl]-6-oxo-1,7-diazaspiro[4.4]nonane-1-carboxylate (37 mg, 0.0800 mmol) was added to a stirred solution of 4M HCl in 1,4-dioxan (2 mL, 8 mmol) in DCM (2 mL) at ambient temperature. The colourless solution was stirred in a stoppered flask for 4 h. The solution was evaporated and re-evaporated with toluene (25 ml). The residue was dissolved in MeOH (2 ml) and passed through a 2 g SCX cartridge, eluting with MeOH then 1M NH3-MeO... Starting materials: C1COCCN1, CO, CCOC(C)=O, Cc1nc2nc(Cl)nc(Cl)c2s1, O. Product: Cc1nc2nc(Cl)nc(N3CCOCC3)c2s1. Reaction SMILES: [CH2:13]1[CH2:14][O:15][CH2:16][CH2:17][NH:18]1.[CH3:19][OH:20].[CH3:21][CH2:22][O:23][C:24]([CH3:25])=[O:26].[Cl:1][c:2]1[n:3][c:4]([Cl:12])[c:5]2[c:6]([n:7]1)[n:8][c:9]([CH3:11])[s:10]2.[OH2:27]>>[Cl:1][c:2]1[n:3][c:4]([N:18]2[CH2:13][CH2:14][O:15][CH2:16][CH2:17]2)[c:5]2[c:6]([n:7]1)[n:8][c:9]([CH3:11])[s:10]2. Reactants: C(CCC)O (n-Butanol), C(C1=CC=CC=C1)N (benzylamine), C1C(OCC(O1)(CO)O)(CO)O (dihydroxyacetone dimer), [S-]C#N.[K+] (potassium thiocyanate). The solvent is C(C)(=O)O (acetic acid). Run at time 50 hour. Yields the product C(C1=CC=CC=C1)N1C(=NC=C1CO)S (1-Benzyl-2-mercapto-5-hydroxymethyl-imidazole). RXN SMILES: [CH2:1]([OH:5])[CH2:2][CH2:3]C.C1OC(O)(CO)COC1(O)CO.[S-:18][C:19]#[N:20].[K+].[CH2:22]([NH2:29])[C:23]1[CH:28]=[CH:27][CH:26]=[CH:25][CH:24]=1>C(O)(=O)C>[CH2:22]([N:29]1[C:2]([CH2:1][OH:5])=[CH:3][N:20]=[C:19]1[SH:18])[C:23]1[CH:28]=[CH:27][CH:26]=[CH:25][CH:24]=1 |f:2.3|. Procedure: n-Butanol (50 ml), glacial acetic acid (25 g), dihydroxyacetone dimer (21.0 g), potassium thiocyanate (34.1 g) and benzylamine (28.0 g) are combined at room temperature. The mixture is stirred at room temperature for 50 hours and the product is filtered. A light brown product is obtained, 35.0 g (68.2%), m.p. 229°-231° C. The NMR spectrum shows: